From a dataset of the Open Reaction Database (ORD), a public repository of structured organic reaction records. describe an organic reaction: reactants, conditions, products, and yield Starting materials: ClC=1C(=C(C(=O)Cl)C=CC1)O (3-Chloro-2-hydroxybenzoylchloride), Cl (HCl), C(C)(C)(C)O[AlH-](OC(C)(C)C)OC(C)(C)C.[Li+] (Lithium tritertbutoxyaluminohydride). The solvent is COCCOCCOC (diglyme). Run at temperature -70 celsius. Product: CH2Cl2 hexanes, ClC=1C(=C(C=O)C=CC1)O (3-chloro-2-hydroxybenzaldehyde). Yield: 14.9%. As a reaction SMILES: [Cl:1][C:2]1[C:3]([OH:11])=[C:4]([CH:8]=[CH:9][CH:10]=1)[C:5](Cl)=[O:6].C(O[AlH-](OC(C)(C)C)OC(C)(C)C)(C)(C)C.[Li+].Cl>COCCOCCOC>[Cl:1][C:2]1[C:3]([OH:11])=[C:4]([CH:8]=[CH:9][CH:10]=1)[CH:5]=[O:6] |f:1.2|. Reported procedure: 3-Chloro-2-hydroxybenzoylchloride (8.7 mmol) was dissolved in diglyme (10 ml) and cooled to -70° C. under argon. Lithium tritertbutoxyaluminohydride (0.5M, 34.8 ml 17.4 mmol) was added via syringe keeping the temperature below -60° C. The reaction was stirred at -60° C. for 2% hours. The reaction mixture was poured onto ice, acidified with concentrated HCl and extracted with ethyl acetate (2×). The organic phases were combined, dried over MgSO4 and evaporated. Flash chromatography (eluant: CH2Cl... The reactants are C(CS)(=O)O (thioglycolic acid), S(=O)(Cl)Cl (thionyl chloride), CN(C=O)C (dimethylformamide), C(C1=CC=CC=C1)(=O)C1=CC=C2N1CCC2C(=O)O (5-benzoyl-1,2-dihydro-3H-pyrrolo[1,2-a]pyrrole-1-carboxylic acid), C1=CC=CC=C1 (benzene). Solvent: C(C)N(CC)CC (triethylamine), CCOCC (ether), C(C)(=O)OCC (ethyl acetate). Reaction conditions: time 18 hour. The product is C(C1=CC=CC=C1)(=O)C1(C=2N(CC1)C=CC2)C(OCC(=O)O)=S (Carboxymethyl Benzoyl-1,2-dihydro-3H-pyrrolo[1,2-a]pyrrole-1-thiocarboxylate). RXN SMILES: C([C:9]1[N:13]2[CH2:14][CH2:15][CH:16]([C:17]([OH:19])=O)[C:12]2=[CH:11][CH:10]=1)(=O)C1C=CC=CC=1.[S:20](Cl)(Cl)=O.CN(C)[CH:26]=[O:27].[C:29]([OH:33])(=[O:32])[CH2:30]S.[CH:34]1[CH:39]=[CH:38][CH:37]=[CH:36][CH:35]=1>C(OCC)(=O)C.C(N(CC)CC)C.CCOCC>[C:26]([C:16]1([C:17](=[S:20])[O:19][CH2:30][C:29]([OH:33])=[O:32])[CH2:15][CH2:14][N:13]2[CH:9]=[CH:10][CH:11]=[C:12]12)(=[O:27])[C:34]1[CH:39]=[CH:38][CH:37]=[CH:36][CH:35]=1. Procedure: To a suspension of 1.0 g of 5-benzoyl-1,2-dihydro-3H-pyrrolo[1,2-a]pyrrole-1-carboxylic acid in 30 ml of dry benzene was added 0.29 ml of thionyl chloride and 0.03 ml of dimethylformamide. The mixture was left for 18 hours at room temperature and then evaporated under vacuum. To the residue so obtained were added 30 ml of ether, 1 ml of thioglycolic acid, and 1 ml of triethylamine. After 24 hours at room temperature, the reaction mixture was added to ethyl acetate, and the resultant solutions wa... Starting materials: ClCCCl, CCN(C(C)C)C(C)C, Cl, Cl, NCc1cnc2[nH]cc(F)c2c1, CN(C)C=O, Cc1cc(C2CN(CC(C)(C)O)CC2c2ccccc2)cc(=O)n1CC(=O)O, On1nnc2ccccc21. Product: Cc1cc(C2CN(CC(C)(C)O)CC2c2ccccc2)cc(=O)n1CC(=O)NCc1cnc2[nH]cc(F)c2c1. RXN SMILES: [CH2:62]([Cl:63])[CH2:64][Cl:65].[CH:53]([N:54]([CH2:55][CH3:56])[CH:57]([CH3:58])[CH3:59])([CH3:60])[CH3:61].[ClH:29].[ClH:30].[NH2:31][CH2:32][c:33]1[cH:34][c:35]2[c:36]([F:42])[cH:37][nH:38][c:39]2[n:40][cH:41]1.[O:66]=[CH:67][N:68]([CH3:69])[CH3:70].[OH:1][C:2]([CH2:3][N:4]1[CH2:5][CH:6]([c:21]2[cH:22][cH:23][cH:24][cH:25][cH:26]2)[CH:7]([c:9]2[cH:10][c:11](=[O:20])[n:12]([CH2:16][C:17](=[O:18])[OH:19])[c:13]([CH3:15])[cH:14]2)[CH2:8]1)([CH3:27])[CH3:28].[OH:43][n:44]1[c:45]2[c:46]([cH:47][cH:48][cH:49][cH:50]2)[n:51][n:52]1>>[OH:1][C:2]([CH2:3][N:4]1[CH2:5][CH:6]([c:21]2[cH:22][cH:23][cH:24][cH:25][cH:26]2)[CH:7]([c:9]2[cH:10][c:11](=[O:20])[n:12]([CH2:16][C:17](=[O:19])[NH:31][CH2:32][c:33]3[cH:34][c:35]4[c:36]([F:42])[cH:37][nH:38][c:39]4[n:40][cH:41]3)[c:13]([CH3:15])[cH:14]2)[CH2:8]1)([CH3:27])[CH3:28].